This data is from the Open Reaction Database (ORD), a public repository of structured organic reaction records. The task is: describe an organic reaction: reactants, conditions, products, and yield Reactants: ClCC#CCC#CCCCCCC (1-chloro-2,5-dodecadiyne), solution, C[O-].[Na+] (sodium methoxide), C(CS)(=O)O (thioglycolic acid), O (water). The solvent is CO (methanol), CO (methanol), CO (methanol). Reaction conditions: time 30 minute. Yields the product C(CSCC#CCC#CCCCCCC)(=O)O (3-Thia-5,8-pentadecadiynoic Acid). Reaction SMILES: C[O-].[Na+].[C:4]([OH:8])(=[O:7])[CH2:5][SH:6].Cl[CH2:10][C:11]#[C:12][CH2:13][C:14]#[C:15][CH2:16][CH2:17][CH2:18][CH2:19][CH2:20][CH3:21].O>CO>[C:4]([OH:8])(=[O:7])[CH2:5][S:6][CH2:10][C:11]#[C:12][CH2:13][C:14]#[C:15][CH2:16][CH2:17][CH2:18][CH2:19][CH2:20][CH3:21] |f:0.1|. Procedure details: 3.85 ml of a 30% solution of sodium methoxide in methanol were added dropwise to a solution of 742 μl of thioglycolic acid in 8 ml of methanol, under an inert atmosphere. The mixture was maintained under stirring for 30 min and then a solution of 2 g of 1-chloro-2,5-dodecadiyne in 20 ml of methanol was added under an inert atmosphere. The mixture was maintained under stirring for 15 hours at room temperature and then the reaction medium was poured over 100 ml of acid water (98 ml of water+2 ml c... Reaction conditions: temperature 25 celsius, time 2 hour. Starting materials: C(=O)C=1C=C(C(=O)OC)C=CC1 (methyl 3-formylbenzoate), O1CCC(CC1)N (tetrahydro-2H-pyran-4-amine), CC(=O)O (AcOH), [BH3-]C#N.[Na+] (NaBH3CN). The solvent is CO (MeOH). RXN SMILES: [CH:1]([C:3]1[CH:4]=[C:5]([CH:10]=[CH:11][CH:12]=1)[C:6]([O:8][CH3:9])=[O:7])=O.[O:13]1[CH2:18][CH2:17][CH:16]([NH2:19])[CH2:15][CH2:14]1.CC(O)=O.[BH3-]C#N.[Na+]>CO>[O:13]1[CH2:18][CH2:17][CH:16]([NH:19][CH2:1][C:3]2[CH:4]=[C:5]([CH:10]=[CH:11][CH:12]=2)[C:6]([O:8][CH3:9])=[O:7])[CH2:15][CH2:14]1 |f:3.4|. Procedure: To a solution of methyl 3-formylbenzoate (492 mg, 3.0 mmol) in MeOH (10 mL) was added tetrahydro-2H-pyran-4-amine (303 mg, 3.0 mmol) and AcOH (0.05 mL). The mixture was stirred at 25° C. for 2 h. NaBH3CN (945 mg, 15.0 mmol) was added, and the resulting mixture was stirred at 25° C. for 16 h. The reaction solution was concentrated and the residue was dissolved in water and extracted with DCM. The organic layer was concentrated, and the residue was purified by prep-TLC to give the title product (5... Yield: 66.9%. The product is O1CCC(CC1)NCC=1C=C(C(=O)OC)C=CC1 (methyl 3-(((tetrahydro-2H-pyran-4-yl)amino)methyl)benzoate). Starting materials: BrC=1C=CC2=C(C=C(CCS2(=O)=O)C(=O)OC)C1 (methyl 7-bromo-1,1-dioxo-2,3-dihydro-1-benzothiepine-4-carboxylate). Run in COCCOC (1,2-dimethoxyethane), Cl (hydrochloric acid). The product is BrC=1C=CC2=C(C=C(CCS2(=O)=O)C(=O)O)C1 (7-bromo-1,1-dioxo-2,3-dihydro-1-benzothiepine-4-carboxylic acid). Isolated yield 94.6%. As a reaction SMILES: [Br:1][C:2]1[CH:3]=[CH:4][C:5]2[S:11](=[O:13])(=[O:12])[CH2:10][CH2:9][C:8]([C:14]([O:16]C)=[O:15])=[CH:7][C:6]=2[CH:18]=1>COCCOC.Cl>[Br:1][C:2]1[CH:3]=[CH:4][C:5]2[S:11](=[O:13])(=[O:12])[CH2:10][CH2:9][C:8]([C:14]([OH:16])=[O:15])=[CH:7][C:6]=2[CH:18]=1. Procedure details: A solution of methyl 7-bromo-1,1-dioxo-2,3-dihydro-1-benzothiepine-4-carboxylate (700 mg) in 1,2-dimethoxyethane (15 ml) and 6N hydrochloric acid was refluxed for 18 hours and cooled to room temperature. The solvent was evaporated under reduced pressure to give colorless crystals, which were collected by filtration. The crystals were washed with water, 2-propanol and diisopropylether to give colorless crystals of 7-bromo-1,1-dioxo-2,3-dihydro-1-benzothiepine-4-carboxylic acid (634 mg). Run in C(Cl)Cl (methylene chloride). Reactants: CN(C(NC(SC)=N)=O)C (methyl 4,4-dimethylthioallophanimidate), C(C)(C)(C)N=C=O (t-butylisocyanate), petroleum-ether. Reaction SMILES: [CH3:1][N:2]([CH3:10])[C:3](=[O:9])[NH:4][C:5](=[NH:8])[S:6][CH3:7].[C:11]([N:15]=[C:16]=[O:17])([CH3:14])([CH3:13])[CH3:12]>C(Cl)Cl>[CH3:1][N:2]([CH3:10])[C:3]([N:4]=[C:5]([S:6][CH3:7])[NH:8][C:16]([NH:15][C:11]([CH3:14])([CH3:13])[CH3:12])=[O:17])=[O:9]. Reported procedure: A mixture of 7 parts methyl 4,4-dimethylthioallophanimidate, 8 parts of t-butylisocyanate and 50 ml methylene chloride is refluxed for 2 hours. After standing overnight at room temperature, the solution is evaporated under vacuum to give a viscous oil, which solidified after trituration with petroleum-ether. Recrystallization from petroleum-ether gives methyl N-dimethylcarbamoyl-4-tert-butylthioallophanimidate, (a compound of formula I), m.p. 74°-78° C. Product: CN(C(=O)N=C(NC(=O)NC(C)(C)C)SC)C (methyl N-dimethylcarbamoyl-4-tert-butylthioallophanimidate). Conditions: time 8 hour.